Dataset: the Open Reaction Database (ORD), a public repository of structured organic reaction records. Task: describe an organic reaction: reactants, conditions, products, and yield Reactants: C1OC=2C(=CC3=C(CC(NN=C3C3=CC(=C(C=C3)[N+](=O)[O-])OC)=O)C2)O1 (7,8-methylenedioxy-1-(3-methoxy-4-nitrophenyl)-3,5-dihydro-2,3-benzodiazepin-4(4H)-one), C(C)O (ethanol), O (water). Reagents/catalysts: [Pd] (Pd/C). Solvent: CC(=O)C (acetone). Run at time 3 hour. The product is NC1=C(C=C(C=C1)C1=NNC(CC2=C1C=C1C(=C2)OCO1)=O)OC (1-(4-Amino-3-methoxyphenyl)-7,8-methylenedioxy-3,5-dihydro-2,3-benzodiazepin-4(4H)-one). Isolated yield 80.1%. Reaction SMILES: [CH2:1]1[O:26][C:4]2=[CH:5][C:6]3[C:12]([C:13]4[CH:18]=[CH:17][C:16]([N+:19]([O-])=O)=[C:15]([O:22][CH3:23])[CH:14]=4)=[N:11][NH:10][C:9](=[O:24])[CH2:8][C:7]=3[CH:25]=[C:3]2[O:2]1.C(O)C.O>CC(C)=O.[Pd]>[NH2:19][C:16]1[CH:17]=[CH:18][C:13]([C:12]2[C:6]3[CH:5]=[C:4]4[O:26][CH2:1][O:2][C:3]4=[CH:25][C:7]=3[CH2:8][C:9](=[O:24])[NH:10][N:11]=2)=[CH:14][C:15]=1[O:22][CH3:23]. Procedure: To a solution of 7,8-methylenedioxy-1-(3-methoxy-4-nitrophenyl)-3,5-dihydro-2,3-benzodiazepin-4(4H)-one (136 mg, 0.387 mmol) in acetone (6 mL) was added ethanol (3 mL), water (4 mL), 5% Pd/C (33 mg) and HCO2NH4 (240 mg, 3.81 mmol). The mixture was stirred at room temperature for 3 h. The catalyst was filtered out. The filtrate was concentrated in vacuo and the resulting residue was collected by filtration, washed with water, and dried in vacuo to afford the title compound as a light yellow solid... Starting materials: O=C1N(C(C2=CC=CC=C12)=O)CC1=CC(=NN1C)C(=O)OCC (ethyl 5-[(1,3-dioxo-1,3-dihydro-2H-isoindol-2-yl)methyl]-1-methyl-1H-pyrazole-3-carboxylate), O (Water). Solvent: Cl (hydrochloric acid), C(C)(=O)O (acetic acid). The product is O=C1N(C(C2=CC=CC=C12)=O)CC1=CC(=NN1C)C(=O)O (5-[(1,3-dioxo-1,3-dihydro-2H-isoindol-2-yl)methyl]-1-methyl-1H-pyrazole-3-carboxylic acid). Yield: 51.3%. RXN SMILES: [O:1]=[C:2]1[C:10]2[C:5](=[CH:6][CH:7]=[CH:8][CH:9]=2)[C:4](=[O:11])[N:3]1[CH2:12][C:13]1[N:17]([CH3:18])[N:16]=[C:15]([C:19]([O:21]CC)=[O:20])[CH:14]=1.O>Cl.C(O)(=O)C>[O:11]=[C:4]1[C:5]2[C:10](=[CH:9][CH:8]=[CH:7][CH:6]=2)[C:2](=[O:1])[N:3]1[CH2:12][C:13]1[N:17]([CH3:18])[N:16]=[C:15]([C:19]([OH:21])=[O:20])[CH:14]=1. Procedure details: A solution of ethyl 5-[(1,3-dioxo-1,3-dihydro-2H-isoindol-2-yl)methyl]-1-methyl-1H-pyrazole-3-carboxylate (8.13 g, 25.9 mmol) in hydrochloric acid (33 mL of 1 M) and acetic acid (33 mL) was heated at reflux intermittently for six hours and allowed to cool to room temperature; a precipitate formed. Water was added, and the solid was isolated by filtration, washed with water, and dried on the vacuum filter funnel for two days to provide 3.79 g of 5-[(1,3-dioxo-1,3-dihydro-2H-isoindol-2-yl)methyl]-... Starting materials: C1CCOC1, CC(C)NC(=O)c1cc(Oc2ccccc2)ccc1NC=O. Product: CNc1ccc(Oc2ccccc2)cc1C(=O)NC(C)C. Reaction SMILES: [CH2:23]1[O:24][CH2:25][CH2:26][CH2:27]1.[CH:1](=[O:2])[NH:3][c:4]1[c:5]([C:6](=[O:7])[NH:8][CH:9]([CH3:10])[CH3:11])[cH:12][c:13]([O:16][c:17]2[cH:18][cH:19][cH:20][cH:21][cH:22]2)[cH:14][cH:15]1>>[CH3:1][NH:3][c:4]1[c:5]([C:6](=[O:7])[NH:8][CH:9]([CH3:10])[CH3:11])[cH:12][c:13]([O:16][c:17]2[cH:18][cH:19][cH:20][cH:21][cH:22]2)[cH:14][cH:15]1. The reactants are O=C1CCCC(=O)O1, CCOCC, CC(=O)O, CCCCCC. Reaction SMILES: [C:1]1(=[O:8])[CH2:2][CH2:3][CH2:4][C:5](=[O:6])[O:7]1.[CH3:15][CH2:16][O:17][CH2:18][CH3:19].[CH3:20][C:21](=[O:22])[OH:23].[CH3:9][CH2:10][CH2:11][CH2:12][CH2:13][CH3:14]>>[C:1]([CH2:2][CH2:3][CH2:4][C:5]([OH:6])=[O:17])([OH:7])=[O:8]. Yields the product O=C(O)CCCC(=O)O. Product: Nc1nccc2scc(Br)c12. Starting materials: Clc1nccc2scc(Br)c12, [NH4+], C1COCCO1, [OH-]. RXN SMILES: [Br:1][c:2]1[cH:3][s:4][c:5]2[c:6]1[c:7]([Cl:11])[n:8][cH:9][cH:10]2.[NH4+:13].[O:14]1[CH2:15][CH2:16][O:17][CH2:18][CH2:19]1.[OH-:12]>>[Br:1][c:2]1[cH:3][s:4][c:5]2[c:6]1[c:7]([NH2:13])[n:8][cH:9][cH:10]2. Starting materials: CC(C=C1CC(CC(C1)(C)C)(C)C)(C)O (2-Methyl-1-(3,3,5,5-tetramethylcyclohexylidene)-2-propanol), [Si](C)(C)(C)N=[N+]=[N-] (TMSN3). Run in C1=CC=CC=C1 (benzene). Reaction conditions: temperature 7.5 celsius, time 1 hour. Product: N(=[N+]=[N-])C(C=C1CC(CC(C1)(C)C)(C)C)(C)C (2-Azido-2-methyl-1-(3,3,5,5-tetramethylcyclohexylidene)propane). The yield is 63.7%. As a reaction SMILES: [CH3:1][C:2](O)([CH3:14])[CH:3]=[C:4]1[CH2:9][C:8]([CH3:11])([CH3:10])[CH2:7][C:6]([CH3:13])([CH3:12])[CH2:5]1.[Si]([N:20]=[N+:21]=[N-:22])(C)(C)C>C1C=CC=CC=1>[N:20]([C:2]([CH3:14])([CH3:1])[CH:3]=[C:4]1[CH2:9][C:8]([CH3:11])([CH3:10])[CH2:7][C:6]([CH3:13])([CH3:12])[CH2:5]1)=[N+:21]=[N-:22]. Reported procedure: BF3Et2O (0.3 ml, 2.4 mmol) was added to a solution of alcohol 29 (0.42 g, 2 mmol) and TMSN3 (0.31 ml, 2.4 mmol) in benzene (4.5 ml) during 3 min, while cooling with an ice bath. The reaction mixture was stirred at 5-10° C. for 1 h and filtered through a short silica gel column. The solution was evaporated and the residue was purified by flash chromatography on silica gel (light petroleum ether) to give 30 (0.30 g, 64%) as a colorless oil. 1H-NMR (CDCl3, TMS): 0.92 and 0.98 (total 12H, both s, c-... Starting materials: FC1=CC=C(C(=O)CC#N)C=C1 (p-fluorobenzoylacetonitrile), C(C)(OC)(OC)OC (trimethyl orthoacetate), C(C)(=O)OC(C)=O (acetic anhydride). Product: FC1=CC=C(C(=O)/C(/C#N)=C(\C)/OC)C=C1 (2-(p-Fluorobenzoyl)-3-methoxycrotononitrile). RXN SMILES: [F:1][C:2]1[CH:12]=[CH:11][C:5]([C:6]([CH2:8][C:9]#[N:10])=[O:7])=[CH:4][CH:3]=1.[C:13](OC)(OC)([O:15][CH3:16])[CH3:14].C(OC(=O)C)(=O)C>>[F:1][C:2]1[CH:3]=[CH:4][C:5]([C:6](/[C:8](=[C:13](/[O:15][CH3:16])\[CH3:14])/[C:9]#[N:10])=[O:7])=[CH:11][CH:12]=1. Procedure details: A solution containing 55.8 g. (0.34 mole) of p-fluorobenzoylacetonitrile, 41 g. (0.34 mole) of trimethyl orthoacetate, and 90 g. (0.88 mole) of acetic anhydride is heated to reflux for 5 hours. The excess solvent and volatile by-products are then removed by vacuum distillation and the residue is recrystallized from diethyl ether. Alternatively, the distillation residue may be distilled over on a Kugelrohr apparatus at 160° C./0.25 mm. to provide a viscous oil which may be crystallized from dieth...